From a dataset of the Open Reaction Database (ORD), a public repository of structured organic reaction records. describe an organic reaction: reactants, conditions, products, and yield Starting materials: CC(C)(C)OC(=O)N1CCCC(CNc2ccccc2)C1, ClCCl, O=C(Cl)c1cccs1. Product: CC(C)(C)OC(=O)N1CCCC(CN(C(=O)c2cccs2)c2ccccc2)C1. Reaction SMILES: [C:1](=[O:2])([O:3][C:4]([CH3:5])([CH3:6])[CH3:7])[N:8]1[CH2:9][CH:10]([CH2:14][NH:15][c:16]2[cH:17][cH:18][cH:19][cH:20][cH:21]2)[CH2:11][CH2:12][CH2:13]1.[Cl:30][CH2:31][Cl:32].[s:22]1[c:23]([C:27](=[O:28])[Cl:29])[cH:24][cH:25][cH:26]1>>[C:1](=[O:2])([O:3][C:4]([CH3:5])([CH3:6])[CH3:7])[N:8]1[CH2:9][CH:10]([CH2:14][N:15]([c:16]2[cH:17][cH:18][cH:19][cH:20][cH:21]2)[C:27]([c:23]2[s:22][cH:26][cH:25][cH:24]2)=[O:28])[CH2:11][CH2:12][CH2:13]1. The reactants are BrC1CCC1, CN(C)C=O, [H-], [Na+], [Na+], O=C([O-])O, COC(=O)c1n[nH]c2ccccc12. Yields the product COC(=O)c1nn(C2CCC2)c2ccccc12. As a reaction SMILES: [Br:16][CH:17]1[CH2:18][CH2:19][CH2:20]1.[CH3:26][N:27]([CH3:28])[CH:29]=[O:30].[H-:1].[Na+:21].[Na+:2].[OH:22][C:23](=[O:24])[O-:25].[nH:3]1[n:4][c:5]([C:12](=[O:13])[O:14][CH3:15])[c:6]2[cH:7][cH:8][cH:9][cH:10][c:11]12>>[n:3]1([CH:17]2[CH2:18][CH2:19][CH2:20]2)[n:4][c:5]([C:12](=[O:13])[O:14][CH3:15])[c:6]2[cH:7][cH:8][cH:9][cH:10][c:11]12. Reactants: OCC(C)NC(=O)C=1C(=NN(C1)C)C(F)F (3-difluoromethyl-1-methyl-1H-pyrazole-4-carboxylic acid (2-hydroxy-1-methyl-ethyl)-amide), BrC1=NC=C(C=C1Cl)C(F)(F)F (2-bromo-3-chloro-5-trifluoromethyl-pyridine), C([O-])([O-])=O.[K+].[K+] (potassium carbonate). Run in CN(C=O)C (dimethylformamide). Run at temperature 100 celsius, time 3 hour. Product: ClC=1C(=NC=C(C1)C(F)(F)F)OCC(C)NC(=O)C=1C(=NN(C1)C)C(F)F (3-difluoromethyl-1-methyl-1H-pyrazole-4-carboxylic acid [2-(3-chloro-5-trifluoromethyl-pyridin-2-yloxy)-1-methyl-ethyl]-amide). Yield: 33.9%. Reaction SMILES: [OH:1][CH2:2][CH:3]([NH:5][C:6]([C:8]1[C:9]([CH:14]([F:16])[F:15])=[N:10][N:11]([CH3:13])[CH:12]=1)=[O:7])[CH3:4].Br[C:18]1[C:23]([Cl:24])=[CH:22][C:21]([C:25]([F:28])([F:27])[F:26])=[CH:20][N:19]=1.C(=O)([O-])[O-].[K+].[K+]>CN(C)C=O>[Cl:24][C:23]1[C:18]([O:1][CH2:2][CH:3]([NH:5][C:6]([C:8]2[C:9]([CH:14]([F:16])[F:15])=[N:10][N:11]([CH3:13])[CH:12]=2)=[O:7])[CH3:4])=[N:19][CH:20]=[C:21]([C:25]([F:27])([F:26])[F:28])[CH:22]=1 |f:2.3.4|. Procedure: A solution of 2.3 g 3-difluoromethyl-1-methyl-1H-pyrazole-4-carboxylic acid (2-hydroxy-1-methyl-ethyl)-amide (10.0 mmol, prepared as described in example P5a) and 2.6 g 2-bromo-3-chloro-5-trifluoromethyl-pyridine (10 mmol) in dimethylformamide (30 ml) is treated at ambient temperature with 2.8 g potassium carbonate (20 mmol). The resulting suspension is stirred at 100° C. for 3 hours, cooled to ambient temperature, poured onto water (200 ml) and extracted with ethyl acetate (2×100 ml). The combi...